This data is from the Open Reaction Database (ORD), a public repository of structured organic reaction records. The task is: describe an organic reaction: reactants, conditions, products, and yield Reactants: OS(=O)(=O)O (H2SO4), OCC(C(=O)O)(C)CO (3-Hydroxy-2-hydroxymethyl-2-methyl-propionic acid), CO (MeOH). Run at time 70 hour. Product: COC(C(CO)(C)CO)=O (3-Hydroxy-2-hydroxymethyl-2-methyl-propionic Acid Methyl Ester). As a reaction SMILES: OS(O)(=O)=O.[OH:6][CH2:7][C:8]([CH2:13][OH:14])([CH3:12])[C:9]([OH:11])=[O:10].[CH3:15]O>>[CH3:15][O:10][C:9](=[O:11])[C:8]([CH2:13][OH:14])([CH3:12])[CH2:7][OH:6]. Procedure: Add H2SO4 (4.5 g) to a suspension of 3-Hydroxy-2-hydroxymethyl-2-methyl-propionic acid (100 g) in MeOH (1 L, HPLC grade solvent) and stir at room temperature. for about 70 hours. Remove the solvent and partition the residue between EtOAc (1 L) and H2O (100 mL). Re-extract the aqueous layer with EtOAc, and dry the combined organic fractions over MgSO4. Filter and concentrate under reduced pressure. Crude mixture can be used without further purification. 1H NMR (CDCl3, 300 MHz): δ ppm 3.9 (d, 2H, ...